From a dataset of the Open Reaction Database (ORD), a public repository of structured organic reaction records. describe an organic reaction: reactants, conditions, products, and yield Reactants: [OH-].[NH4+] (ammonium hydroxide), COC1=CC=2C=C3N(C2C=C1)CCC3 (7-methoxy-2,3-dihydro-1H-pyrrolo[1,2-a]indole), OP(=O)(O)O (H3PO4), CN1CCC(CC1)=O (1-methyl-4-piperidone). Solvent: ice water, CC(=O)O (AcOH). Conditions: temperature 60 celsius. Product: COC1=CC=2C(=C3N(C2C=C1)CCC3)C=3CCN(CC3)C (7-Methoxy-9-(1-methyl-1,2,3,6-tetrahydropyridin-4-yl)-2,3-dihydro-1H-pyrrolo[1,2-a]indole). Isolated yield 98.9%. RXN SMILES: [CH3:1][O:2][C:3]1[CH:11]=[CH:10][C:9]2[N:8]3[CH2:12][CH2:13][CH2:14][C:7]3=[CH:6][C:5]=2[CH:4]=1.OP(O)(O)=O.[CH3:20][N:21]1[CH2:26][CH2:25][C:24](=O)[CH2:23][CH2:22]1.[OH-].[NH4+]>CC(O)=O>[CH3:1][O:2][C:3]1[CH:11]=[CH:10][C:9]2[N:8]3[CH2:12][CH2:13][CH2:14][C:7]3=[C:6]([C:24]3[CH2:25][CH2:26][N:21]([CH3:20])[CH2:22][CH:23]=3)[C:5]=2[CH:4]=1 |f:3.4|. Procedure: To a solution of 7-methoxy-2,3-dihydro-1H-pyrrolo[1,2-a]indole (718 mg, 3.83 mmol) (Clark, R. D.; Muchowski, J. M.; Fisher, L. E.; Flippen, L. A.; Repke, D. B.; Souchet, M. Synthesis 10,871-878(1991); Ishikura, M.; Terashima, M. Tetrahedron Lett. 33, 6849-6852(1992)) in glacial AcOH (20 mL) at 60° C. was added H3PO4 (5.0 mL, 10 mmol, 2.0 N) and 1-methyl-4-piperidone (1.2 mL, 11.5 mmol). The reaction was heated for 1 h at 60° C., cooled to room temperature and poured into a mixture of ammonium hy...